Task: describe an organic reaction: reactants, conditions, products, and yield. Dataset: the Open Reaction Database (ORD), a public repository of structured organic reaction records Reactants: ClC=1C(C(C(C1)(CCCC1=CC(=C(C=C1)OC)OC)O[Si](C)(C)C)C(CCCCCC(=O)OC)O)=O (2-chloro-4-trimethylsilyloxy-4-[3-(3,4-dimethoxyphenyl)propyl]-5-(1-hydroxy-6-methoxycarbonylhexyl)-2-cyclopentenone), N12CCCCCC2=NCCC1 (1,8-diazabicyclo[5.4.0]undec-7-ene), S(=O)(=O)(O)[O-].[K+] (potassium hydrogen sulfate), CS(=O)(=O)Cl (methanesulfonyl chloride). Run in N1=CC=CC=C1 (pyridine). Reaction conditions: time 2.5 hour. Yields the product ClC=1C(C(C(C1)(CCCC1=CC(=C(C=C1)OC)OC)O[Si](C)(C)C)C(CCCCCC(=O)OC)OS(=O)(=O)C)=O (2-chloro-4-tri-methylsilyloxy-4-[3-(3,4-dimethoxyphenyl)propyl]-5-(1-methanesulfonyloxy-6-methoxycarbonylhexyl)-2-cyclopentenone), ClC=1C(C(C(C1)(CCCC1=CC(=C(C=C1)OC)OC)O[Si](C)(C)C)=CCCCCCC(=O)OC)=O (2-chloro-4-trimethylsilyloxy-4-[3-(3,4-dimethoxyphenyl)propyl]-5-(6-methoxycarbonylhexylidene)-2-cyclopentenone). The yield is 17.0%. RXN SMILES: [Cl:1][C:2]1[C:3](=[O:36])[CH:4]([CH:25]([OH:35])[CH2:26][CH2:27][CH2:28][CH2:29][CH2:30][C:31]([O:33][CH3:34])=[O:32])[C:5]([O:20][Si:21]([CH3:24])([CH3:23])[CH3:22])([CH2:7][CH2:8][CH2:9][C:10]2[CH:15]=[CH:14][C:13]([O:16][CH3:17])=[C:12]([O:18][CH3:19])[CH:11]=2)[CH:6]=1.[CH3:37][S:38](Cl)(=[O:40])=[O:39].N12CCCN=C1CCCCC2.S([O-])(O)(=O)=O.[K+]>N1C=CC=CC=1>[Cl:1][C:2]1[C:3](=[O:36])[CH:4]([CH:25]([O:35][S:38]([CH3:37])(=[O:40])=[O:39])[CH2:26][CH2:27][CH2:28][CH2:29][CH2:30][C:31]([O:33][CH3:34])=[O:32])[C:5]([O:20][Si:21]([CH3:22])([CH3:24])[CH3:23])([CH2:7][CH2:8][CH2:9][C:10]2[CH:15]=[CH:14][C:13]([O:16][CH3:17])=[C:12]([O:18][CH3:19])[CH:11]=2)[CH:6]=1.[Cl:1][C:2]1[C:3](=[O:36])[C:4](=[CH:25][CH2:26][CH2:27][CH2:28][CH2:29][CH2:30][C:31]([O:33][CH3:34])=[O:32])[C:5]([O:20][Si:21]([CH3:22])([CH3:24])[CH3:23])([CH2:7][CH2:8][CH2:9][C:10]2[CH:15]=[CH:14][C:13]([O:16][CH3:17])=[C:12]([O:18][CH3:19])[CH:11]=2)[CH:6]=1 |f:3.4|. Procedure: 46 mg of 2-chloro-4-trimethylsilyloxy-4-[3-(3,4-dimethoxyphenyl)propyl]-5-(1-hydroxy-6-methoxycarbonylhexyl)-2-cyclopentenone was dissolved in 1 ml of pyridine, and 100 microliters of methanesulfonyl chloride was added. The mixture was stirred for 2.5 hours. 150 microliters of 1,8-diazabicyclo[5.4.0]undec-7-ene was added, and the mixture was stirred for 6 hours. A saturated aqueous solution of potassium hydrogen sulfate was added, and the mixture was extracted with ethyl acetate. The organic lay... Starting materials: Amidine, C(C1=CC=CC=C1)#N (benzonitrile), NCCN1CCOCC1 (4-(2-aminoethyl) morpholine), C(CCC)[Li] (butyllithium). The solvent is O (water). Run at time 1 hour. Product: O1CCN(CC1)CCNC(C1=CC=CC=C1)=N (N1-(2-morpholinoethyl)benzamidine). Isolated yield 70.0%. As a reaction SMILES: [NH2:1][CH2:2][CH2:3][N:4]1[CH2:9][CH2:8][O:7][CH2:6][CH2:5]1.C([Li])CCC.[C:15](#[N:22])[C:16]1[CH:21]=[CH:20][CH:19]=[CH:18][CH:17]=1>O>[O:7]1[CH2:8][CH2:9][N:4]([CH2:3][CH2:2][NH:1][C:15](=[NH:22])[C:16]2[CH:21]=[CH:20][CH:19]=[CH:18][CH:17]=2)[CH2:5][CH2:6]1. Procedure: Procedure as described for Amidine I using the following amounts and modifications: 6.6 mL of 4-(2-aminoethyl) morpholine (50.0 mmol); 25.0 mL of 2.0 M butyllithium (50.0 mmol), 5.20 mL of benzonitrile (51.0 mmol). After refluxing overnight, the solution was green-brown. Addition of water yielded a light brown solution with suspended solid. Solution was filtered, taken to dryness, resuspended in 100 mL of pentane and stirred vigorously for 1 hour. A white solid deposited, which was filtered, was... Starting materials: COc1ccc(CBr)cc1Br, CS(C)=O, [Cl-], [Na+], N#C[Na]. Product: COc1ccc(CC#N)cc1Br. RXN SMILES: [Br:1][c:2]1[c:3]([O:10][CH3:11])[cH:4][cH:5][c:6]([CH2:8][Br:9])[cH:7]1.[CH3:17][S:18]([CH3:19])=[O:20].[Cl-:16].[Na+:15].[Na:12][C:13]#[N:14]>>[Br:1][c:2]1[c:3]([O:10][CH3:11])[cH:4][cH:5][c:6]([CH2:8][C:13]#[N:14])[cH:7]1. The reactants are CC(=O)Cl, CC(C)(C#N)c1cccc(C(=O)Nc2cc(Oc3ccc4nc(N)sc4c3[N+](=O)[O-])ccc2F)c1Cl, c1ccncc1. Yields the product CC(=O)Nc1nc2ccc(Oc3ccc(F)c(NC(=O)c4cccc(C(C)(C)C#N)c4Cl)c3)c([N+](=O)[O-])c2s1. Reaction SMILES: [CH3:37][C:38]([Cl:39])=[O:40].[NH2:1][c:2]1[s:3][c:4]2[c:5]([n:6]1)[cH:7][cH:8][c:9]([O:14][c:15]1[cH:16][cH:17][c:18]([F:36])[c:19]([NH:21][C:22]([c:23]3[c:24]([Cl:34])[c:25]([C:29]([CH3:30])([CH3:31])[C:32]#[N:33])[cH:26][cH:27][cH:28]3)=[O:35])[cH:20]1)[c:10]2[N+:11](=[O:12])[O-:13].[cH:41]1[cH:42][cH:43][n:44][cH:45][cH:46]1>>[NH:1]([c:2]1[s:3][c:4]2[c:5]([n:6]1)[cH:7][cH:8][c:9]([O:14][c:15]1[cH:16][cH:17][c:18]([F:36])[c:19]([NH:21][C:22]([c:23]3[c:24]([Cl:34])[c:25]([C:29]([CH3:30])([CH3:31])[C:32]#[N:33])[cH:26][cH:27][cH:28]3)=[O:35])[cH:20]1)[c:10]2[N+:11](=[O:12])[O-:13])[C:38]([CH3:37])=[O:40]. The reactants are C[O-].[Na+] (sodium methoxide), C(C)OC(=O)C1=NN(C(=C1)C1=NC=CC=C1)C1=NC=C(C=C1)Br (1-(5-bromo-2-pyridyl)-5-(2-pyridyl)pyrazole-3-carboxylic acid ethyl ester), O (Water), resultant mixture. Reagents/catalysts: [Cu]Br (copper(I) bromide). The solvent is CO (methanol), C1(=CC=CC=C1)C (toluene). Reaction conditions: time 1.5 hour. The product is COC=1C=CC(=NC1)N1N=C(C=C1C1=NC=CC=C1)C(=O)O (1-(5-Methoxy-2-pyridyl)-5-(2-pyridyl)pyrazole-3-carboxylic acid). Isolated yield 70.5%. Reaction SMILES: [CH3:1][O-:2].[Na+].C([O:6][C:7]([C:9]1[CH:13]=[C:12]([C:14]2[CH:19]=[CH:18][CH:17]=[CH:16][N:15]=2)[N:11]([C:20]2[CH:25]=[CH:24][C:23](Br)=[CH:22][N:21]=2)[N:10]=1)=[O:8])C.O>CO.C1(C)C=CC=CC=1.[Cu]Br>[CH3:1][O:2][C:23]1[CH:24]=[CH:25][C:20]([N:11]2[C:12]([C:14]3[CH:19]=[CH:18][CH:17]=[CH:16][N:15]=3)=[CH:13][C:9]([C:7]([OH:6])=[O:8])=[N:10]2)=[N:21][CH:22]=1 |f:0.1|. Procedure: In an argon atmosphere at room temperature, sodium methoxide (1.74 g) and copper(I) bromide (0.231 g) were added to the above-obtained 1-(5-bromo-2-pyridyl)-5-(2-pyridyl)pyrazole-3-carboxylic acid ethyl ester (3.00 g) in a mixture of methanol (30 mL) and toluene (30 mL). The resultant mixture was refluxed under heat for 47 hours, and then cooled in air. Water (50 mL) was added to the reaction mixture, followed by stirring at room temperature for 1.5 hours. The reaction mixture was partitioned by... Reactants: CN1N=NC2=C1C(=CC=C2C2=NOC(C2)(C(F)(F)F)C2=CC(=CC(=C2)Cl)Cl)C(=O)OC (3-methyl-4-methoxycarbonyl-7-[5-(3,5-dichloro-phenyl)-5-trifluoromethyl-4,5-dihydro-isoxazol-3-yl]-benzotriazole), [OH-].[Li+] (lithiumhydroxide). The solvent is O1CCCC1 (tetrahydrofuran), O (water). Product: CN1N=NC2=C1C(=CC=C2C2=NOC(C2)(C(F)(F)F)C2=CC(=CC(=C2)Cl)Cl)C(=O)O (3-methyl-7-[5-(3,5-dichloro-phenyl)-5-trifluoromethyl-4,5-dihydro-isoxazol-3-yl]-benzotriazole-4-carboxylic acid). RXN SMILES: [CH3:1][N:2]1[C:6]2[C:7]([C:28]([O:30]C)=[O:29])=[CH:8][CH:9]=[C:10]([C:11]3[CH2:15][C:14]([C:20]4[CH:25]=[C:24]([Cl:26])[CH:23]=[C:22]([Cl:27])[CH:21]=4)([C:16]([F:19])([F:18])[F:17])[O:13][N:12]=3)[C:5]=2[N:4]=[N:3]1.[OH-].[Li+]>O1CCCC1.O>[CH3:1][N:2]1[C:6]2[C:7]([C:28]([OH:30])=[O:29])=[CH:8][CH:9]=[C:10]([C:11]3[CH2:15][C:14]([C:20]4[CH:25]=[C:24]([Cl:26])[CH:23]=[C:22]([Cl:27])[CH:21]=4)([C:16]([F:19])([F:17])[F:18])[O:13][N:12]=3)[C:5]=2[N:4]=[N:3]1 |f:1.2|. Procedure details: A solution of 3-methyl-4-methoxycarbonyl-7-[5-(3,5-dichloro-phenyl)-5-trifluoromethyl-4,5-dihydro-isoxazol-3-yl]-benzotriazole (0.1 g), lithiumhydroxide (11 mg) in tetrahydrofuran (10 ml) and water (5 ml) was stirred for 30 minutes. Tetrahydrofuran was removed and extracted with ethyl acetate (3×5 ml). The combined organic layers were dried over sodium sulfate and concentrated to give 3-methyl-7-[5-(3,5-dichloro-phenyl)-5-trifluoromethyl-4,5-dihydro-isoxazol-3-yl]-benzotriazole-4-carboxylic acid... The reactants are OO (hydrogen peroxide), CC1=C(OCC(=O)O)C=CC(=C1)OC\C=C(/C1=CC=C(C=C1)C#CCN1N=CC=C1)\C1=CC=C(C=C1)SC ((E)-[2-Methyl-4-[3-(4-methylsulfanylphenyl)-3-[4-[3-(pyrazol-1-yl)propynyl]phenyl]allyloxy]-phenoxy]acetic Acid). The solvent is C(C)(=O)O (acetic acid), O (water). Product: CS(=O)C1=CC=C(C=C1)/C(=C/COC1=CC(=C(OCC(=O)O)C=C1)C)/C1=CC=C(C=C1)C#CCN1N=CC=C1 ((E)-[4-[3-[4-(Methylsulfinyl)phenyl]-3-[4-[3-(pyrazol-1-yl)propynyl]phenyl]allyloxy]-2-methylphenoxy]acetic Acid). As a reaction SMILES: [OH:1]O.[CH3:3][C:4]1[CH:14]=[C:13]([O:15][CH2:16]/[CH:17]=[C:18](/[C:33]2[CH:38]=[CH:37][C:36]([S:39][CH3:40])=[CH:35][CH:34]=2)\[C:19]2[CH:24]=[CH:23][C:22]([C:25]#[C:26][CH2:27][N:28]3[CH:32]=[CH:31][CH:30]=[N:29]3)=[CH:21][CH:20]=2)[CH:12]=[CH:11][C:5]=1[O:6][CH2:7][C:8]([OH:10])=[O:9]>C(O)(=O)C.O>[CH3:40][S:39]([C:36]1[CH:35]=[CH:34][C:33](/[C:18](/[C:19]2[CH:24]=[CH:23][C:22]([C:25]#[C:26][CH2:27][N:28]3[CH:32]=[CH:31][CH:30]=[N:29]3)=[CH:21][CH:20]=2)=[CH:17]/[CH2:16][O:15][C:13]2[CH:12]=[CH:11][C:5]([O:6][CH2:7][C:8]([OH:10])=[O:9])=[C:4]([CH3:3])[CH:14]=2)=[CH:38][CH:37]=1)=[O:1]. Reported procedure: 30% Aqueous hydrogen peroxide (0.0618 mL, 0.6 mmol) was added to a solution of (E)-[4-[3-[4-(methylsulfanyl)phenyl]-3-[4-[3-(pyrazol-1-yl)propynyl]phenyl]allyloxy]-2-methylphenoxy]acetic acid (262 mg, 0.5 mmol; example 48) in glacial acetic acid (7 mL) at 5° C. under stirring. The mixture was left to stand over night at ambient temperature, diluted with water (40 mL) and extracted with ethyl acetate (2×20 mL). The combined extracts were alkalized with 15% aqueous solution of ammonium hydroxide; ... Reactants: C1(CCCC1)CC(C(=O)O)N1N=CC(=CC1=O)OC1=CC(=CC=C1)OC (3-cyclopentyl-2-[4-(3-methoxy-phenoxy)-6-oxo-6H-pyridazin-1-yl]-propionic acid), NC1=NN(C=C1)CC(C)(O)C (1-(3-amino-pyrazol-1-yl)-2-methyl-propan-2-ol), C1(CCCC1)CC(C(=O)O)N1N=CC(=CC1=O)OC1=CC(=CC=C1)OC (3-cyclopentyl-2-[4-(3-methoxy-phenoxy)-6-oxo-6H-pyridazin-1-yl]-propionic acid), NC1=NN(C=C1)CC(C)(O)C (1-(3-amino-pyrazol-1-yl)-2-methyl-propan-2-ol). Product: C1(CCCC1)CC(C(=O)NC1=NN(C=C1)CC(C)(C)O)N1N=CC(=CC1=O)OC1=CC(=CC=C1)OC (3-cyclopentyl-N-[1-(2-hydroxy-2-methyl-propyl)-1H-pyrazol-3-yl]-2-[4-(3-methoxy-phenoxy)-6-oxo-6H-pyridazin-1-yl]-propionamide). Isolated yield 10.1%. RXN SMILES: [CH:1]1([CH2:6][CH:7]([N:11]2[C:16](=[O:17])[CH:15]=[C:14]([O:18][C:19]3[CH:24]=[CH:23][CH:22]=[C:21]([O:25][CH3:26])[CH:20]=3)[CH:13]=[N:12]2)[C:8](O)=[O:9])[CH2:5][CH2:4][CH2:3][CH2:2]1.[NH2:27][C:28]1[CH:32]=[CH:31][N:30]([CH2:33][C:34]([CH3:37])([OH:36])[CH3:35])[N:29]=1>>[CH:1]1([CH2:6][CH:7]([N:11]2[C:16](=[O:17])[CH:15]=[C:14]([O:18][C:19]3[CH:24]=[CH:23][CH:22]=[C:21]([O:25][CH3:26])[CH:20]=3)[CH:13]=[N:12]2)[C:8]([NH:27][C:28]2[CH:32]=[CH:31][N:30]([CH2:33][C:34]([OH:36])([CH3:35])[CH3:37])[N:29]=2)=[O:9])[CH2:5][CH2:4][CH2:3][CH2:2]1. Procedure: Using the method described in Example 1, 3-cyclopentyl-2-[4-(3-methoxy-phenoxy)-6-oxo-6H-pyridazin-1-yl]-propionic acid (Intermediate 25) and 1-(3-amino-pyrazol-1-yl)-2-methyl-propan-2-ol (Intermediate 1) afforded 3-cyclopentyl-N-[1-(2-hydroxy-2-methyl-propyl)-1H-pyrazol-3-yl]-2-[4-(3-methoxy-phenoxy)-6-oxo-6H-pyridazin-1-yl]-propionamide as an off-white solid (14.6 mg, 10.1%); ES+-HRMS m/e calcd for C26H33N5O5 [M+Na+] 518.2374 found 518.2378. 1H-NMR (300 MHz, DMSO-d6) δ ppm 1.05 (s, 3H), 1.06 (... The reactants are BrC=1N([C@H]2C[C@H](O)[C@@H](CO)O2)C=2N=CN=C(C2N1)N (8-Bromo-2′-deoxyadenosine), C(C)(=O)[O-].[Na+] (sodium acetate), C(C)(=O)OC(C)=O (acetic acid-acetic anhydride). Solvent: N.N1=CC=CC=C1 (ammonia pyridine). Reaction conditions: temperature 120 celsius, time 3 hour. The product is C(C)(=O)NC=1C=2NC(N([C@H]3C[C@H](O)[C@@H](CO)O3)C2N=CN1)=O (2′-deoxy-7,8-dihydro-6-N-acetyladenosin-8-one). Yield: 55.0%. Reaction SMILES: Br[C:2]1[N:3]([C:12]2[N:13]=[CH:14][N:15]=[C:16]([NH2:19])[C:17]=2[N:18]=1)[C@@H:4]1[O:11][C@H:8]([CH2:9][OH:10])[C@@H:6]([OH:7])[CH2:5]1.[C:20]([O-])(=[O:22])[CH3:21].[Na+].C(OC(=O)C)(=[O:27])C>N.N1C=CC=CC=1>[C:20]([NH:19][C:16]1[C:17]2[NH:18][C:2](=[O:27])[N:3]([C:12]=2[N:13]=[CH:14][N:15]=1)[C@@H:4]1[O:11][C@H:8]([CH2:9][OH:10])[C@@H:6]([OH:7])[CH2:5]1)(=[O:22])[CH3:21] |f:1.2,4.5|. Procedure details: 8-Bromo-2′-deoxyadenosine (4.2 g, 12.5 mmol) prepared in above was dissolved in 80% acetic acid-acetic anhydride (1:1, v/v, 250 mL), and sodium acetate (18.5 g, 225 mmol) was added thereto. The mixture was stirred at 120° C. for 3 hours and then extracted with ethyl acetate-water (500 mL/500 mL). The organic layers were combined, and the solvent was removed under reduced pressure. The obtained crude product was dissolved in 28% aqueous ammonia-pyridine (1:1, v/v, 250 mL). The solution was stirre... Reactants: C[Si](C)(C)Cl, Cc1ccc(S(=O)(=O)n2ccc3c(Nc4cccc(C(N)=O)c4)nc(Cl)nc32)cc1, CC(=O)N1CCN(c2ccc(N)cc2)CC1, C1COCCO1. Product: CC(=O)N1CCN(c2ccc(Nc3nc(Nc4cccc(C(N)=O)c4)c4ccn(S(=O)(=O)c5ccc(C)cc5)c4n3)cc2)CC1. Reaction SMILES: [CH3:47][Si:48]([Cl:49])([CH3:50])[CH3:51].[Cl:1][c:2]1[n:3][c:4]([NH:21][c:22]2[cH:23][c:24]([C:25](=[O:26])[NH2:27])[cH:28][cH:29][cH:30]2)[c:5]2[c:6]([n:7]1)[n:8]([S:11](=[O:12])(=[O:13])[c:14]1[cH:15][cH:16][c:17]([CH3:18])[cH:19][cH:20]1)[cH:9][cH:10]2.[NH2:31][c:32]1[cH:33][cH:34][c:35]([N:38]2[CH2:39][CH2:40][N:41]([C:44]([CH3:45])=[O:46])[CH2:42][CH2:43]2)[cH:36][cH:37]1.[O:52]1[CH2:53][CH2:54][O:55][CH2:56][CH2:57]1>>[c:2]1([NH:31][c:32]2[cH:33][cH:34][c:35]([N:38]3[CH2:39][CH2:40][N:41]([C:44]([CH3:45])=[O:46])[CH2:42][CH2:43]3)[cH:36][cH:37]2)[n:3][c:4]([NH:21][c:22]2[cH:23][c:24]([C:25](=[O:26])[NH2:27])[cH:28][cH:29][cH:30]2)[c:5]2[c:6]([n:7]1)[n:8]([S:11](=[O:12])(=[O:13])[c:14]1[cH:15][cH:16][c:17]([CH3:18])[cH:19][cH:20]1)[cH:9][cH:10]2.